This data is from the Open Reaction Database (ORD), a public repository of structured organic reaction records. The task is: describe an organic reaction: reactants, conditions, products, and yield The reactants are C(C)(C)(C)OC(=O)N1C[C@H]([C@@H](CC1)O)N1CCCC1 ((trans)-4-hydroxy-3-pyrrolidin-1-yl-piperidine-1-carboxylic acid tert-butyl ester), Cl (hydrochloric acid). Product: Cl.N1(CCCC1)[C@@H]1CNCC[C@H]1O ((trans)-3-Pyrrolidin-1-yl-piperidin-4-ol hydrochloride). RXN SMILES: C(OC([N:8]1[CH2:13][CH2:12][C@@H:11]([OH:14])[C@H:10]([N:15]2[CH2:19][CH2:18][CH2:17][CH2:16]2)[CH2:9]1)=O)(C)(C)C.[ClH:20]>>[ClH:20].[N:15]1([C@H:10]2[C@H:11]([OH:14])[CH2:12][CH2:13][NH:8][CH2:9]2)[CH2:16][CH2:17][CH2:18][CH2:19]1 |f:2.3|. Reported procedure: The titled product was prepared by deprotection of (trans)-4-hydroxy-3-pyrrolidin-1-yl-piperidine-1-carboxylic acid tert-butyl ester (described in Heterocycles 1994, 39, 1, 163) with hydrochloric acid analogously to intermediate 30. MS: 171.0 (MH+). The reactants are C(C)OC([C@H](CC1=CC=C(C=C1)OCC(=O)O)OC)=O ((2S)-3-(4-carboxymethoxy-phenyl)-2-methoxy-propionic acid ethyl ester), N1(CCNCC1)C1=CC=C(C=C1)C(C)=O (1-(4-piperazin-1-yl-phenyl)-ethanone), C(C)O[C@H](C(=O)O)CC1=CC=C(C=C1)O[C@H](C)C(NCCC1=CC=C(C=C1)OC1=CC=CC=C1)=O ((2S,1R)-2-ethoxy-3-(4-{1-[2-(4-phenoxy-phenyl)-ethylcarbamoyl]-ethoxy}-phenyl)-propionic acid). The product is C(C)(=O)C1=CC=C(C=C1)N1CCN(CC1)C(COC1=CC=C(C=C1)C[C@@H](C(=O)O)OC)=O ((2S)-3-(4-{2-[4-(4-acetyl-phenyl)-piperazin-1-yl]-2-oxo-ethoxy}-phenyl)-2-methoxy-propionic acid). RXN SMILES: C([O:3][C:4](=[O:20])[C@@H:5]([O:18][CH3:19])[CH2:6][C:7]1[CH:12]=[CH:11][C:10]([O:13][CH2:14][C:15]([OH:17])=O)=[CH:9][CH:8]=1)C.[N:21]1([C:27]2[CH:32]=[CH:31][C:30]([C:33](=[O:35])[CH3:34])=[CH:29][CH:28]=2)[CH2:26][CH2:25][NH:24][CH2:23][CH2:22]1.C(O[C@@H](CC1C=CC(O[C@@H](C(=O)NCCC2C=CC(OC3C=CC=CC=3)=CC=2)C)=CC=1)C(O)=O)C>>[C:33]([C:30]1[CH:29]=[CH:28][C:27]([N:21]2[CH2:22][CH2:23][N:24]([C:15](=[O:17])[CH2:14][O:13][C:10]3[CH:9]=[CH:8][C:7]([CH2:6][C@H:5]([O:18][CH3:19])[C:4]([OH:3])=[O:20])=[CH:12][CH:11]=3)[CH2:25][CH2:26]2)=[CH:32][CH:31]=1)(=[O:35])[CH3:34]. Procedure: The title compound was prepared from (2S)-3-(4-carboxymethoxy-phenyl)-2-methoxy-propionic acid ethyl ester (PREPARATION 3, step 2) and 1-(4-piperazin-1-yl-phenyl)-ethanone via the same procedure used for the preparation of (2S,1R)-2-ethoxy-3-(4-{1-[2-(4-phenoxy-phenyl)-ethylcarbamoyl]-ethoxy}-phenyl)-propionic acid (Example 1, step 3) to produce a colorless oil. MS (ES) for C24H28N2O6 [M+H]+: 441.